This data is from the Open Reaction Database (ORD), a public repository of structured organic reaction records. The task is: describe an organic reaction: reactants, conditions, products, and yield Reactants: O=C1CCC(=O)N1Br, CCOC(=O)Cc1c(C(F)(F)F)n(C(C)=O)c2ccc(C)cc12, ClC(Cl)(Cl)Cl, CC(C)(C#N)N=NC(C)(C)C#N. Product: CCOC(=O)Cc1c(C(F)(F)F)n(C(C)=O)c2ccc(CBr)cc12. As a reaction SMILES: [Br:36][N:37]1[C:38](=[O:39])[CH2:40][CH2:41][C:42]1=[O:43].[CH2:1]([CH3:2])[O:3][C:4]([CH2:5][c:6]1[c:7]([C:19]([F:20])([F:21])[F:22])[n:8]([C:16]([CH3:17])=[O:18])[c:9]2[cH:10][cH:11][c:12]([CH3:15])[cH:13][c:14]12)=[O:23].[Cl:44][C:45]([Cl:46])([Cl:47])[Cl:48].[N:24]#[C:25][C:26]([N:27]=[N:28][C:29]([C:30]#[N:31])([CH3:32])[CH3:33])([CH3:34])[CH3:35]>>[CH2:1]([CH3:2])[O:3][C:4]([CH2:5][c:6]1[c:7]([C:19]([F:20])([F:21])[F:22])[n:8]([C:16]([CH3:17])=[O:18])[c:9]2[cH:10][cH:11][c:12]([CH2:15][Br:36])[cH:13][c:14]12)=[O:23].